This data is from the Open Reaction Database (ORD), a public repository of structured organic reaction records. The task is: describe an organic reaction: reactants, conditions, products, and yield The reactants are C(C)(=O)OC(C)=O (acetic anhydride), C(C)(=O)Cl (acetyl chloride), [H][H] (hydrogen). The reagents and catalysts are [Pd] (palladium-on-carbon). Run in C(C)(=O)O (acetic acid). Reaction conditions: time 4 hour. Product: C(C)(=O)OC(C)OC(C)=O (ethylidene diacetate). Reaction SMILES: [C:1]([O:4][C:5](=[O:7])[CH3:6])(=[O:3])[CH3:2].[C:8](Cl)(=[O:10])[CH3:9].[H][H]>[Pd].C(O)(=O)C>[C:1]([O:4][CH:5]([O:7][C:8](=[O:10])[CH3:9])[CH3:6])(=[O:3])[CH3:2]. Procedure details: A 300-ml Fisher-Porter bottle was charged with 61.2 g (0.60 mol) of acetic anhydride, 0.3 g of a 5% palladium-on-carbon catalyst, and 0.8 g of acetyl chloride. The bottle was pressurized to 80-95 psig with hydrogen. After 4 hours at 90° C., a gas chromatographic analysis showed 18% conversion, with about equal amounts of ethylidene diacetate and acetic acid formed. Yields the product CC(NC(=O)OC(C)(C)C)c1ccc(C2(C(F)(F)F)N=N2)cc1. Reaction SMILES: [CH3:38][OH:39].[Cl:35][CH2:36][Cl:37].[F:1][C:2]([C:3](=[N:4][O:5][S:6]([c:7]1[cH:8][cH:9][c:10]([CH3:11])[cH:12][cH:13]1)(=[O:14])=[O:15])[c:16]1[cH:17][cH:18][c:19]([CH:22]([CH3:23])[NH:24][C:25]([O:26][C:27]([CH3:28])([CH3:29])[CH3:30])=[O:31])[cH:20][cH:21]1)([F:32])[F:33].[NH3:34].[OH2:40]>>[F:1][C:2]([C:3]1([c:16]2[cH:17][cH:18][c:19]([CH:22]([CH3:23])[NH:24][C:25]([O:26][C:27]([CH3:28])([CH3:29])[CH3:30])=[O:31])[cH:20][cH:21]2)[N:4]=[N:34]1)([F:32])[F:33]. Starting materials: CO, ClCCl, Cc1ccc(S(=O)(=O)ON=C(c2ccc(C(C)NC(=O)OC(C)(C)C)cc2)C(F)(F)F)cc1, N, O. Starting materials: OC1=CC=C(C=O)C=C1 (4-hydroxybenzaldehyde), C(CCCC)[C@@H]1CC[C@H](CC1)CCCBr (3-(trans-4-pentylcyclohexyl)-1-propyl bromide), C([O-])([O-])=O.[K+].[K+] (potassium carbonate), CC(CC)=O (butanone). Solvent: O (water). The product is C(CCCC)[C@@H]1CC[C@H](CC1)CCCOC1=CC=C(C=O)C=C1 (4-[3-(trans-4-pentylcyclohexyl)-1-propyloxy]benzaldehyde). Yield: 121.9%. RXN SMILES: [OH:1][C:2]1[CH:9]=[CH:8][C:5]([CH:6]=[O:7])=[CH:4][CH:3]=1.[CH2:10]([C@H:15]1[CH2:20][CH2:19][C@H:18]([CH2:21][CH2:22][CH2:23]Br)[CH2:17][CH2:16]1)[CH2:11][CH2:12][CH2:13][CH3:14].C(=O)([O-])[O-].[K+].[K+].CC(=O)CC>O>[CH2:10]([C@H:15]1[CH2:20][CH2:19][C@H:18]([CH2:21][CH2:22][CH2:23][O:1][C:2]2[CH:9]=[CH:8][C:5]([CH:6]=[O:7])=[CH:4][CH:3]=2)[CH2:17][CH2:16]1)[CH2:11][CH2:12][CH2:13][CH3:14] |f:2.3.4|. Reported procedure: A mixture of 1.9 g of 4-hydroxybenzaldehyde, 5.0 g of 3-(trans-4-pentylcyclohexyl)-1-propyl bromide, 8.3 g of potassium carbonate and 50 ml of butanone was heated under reflux overnight. Subsequently, the cooled reaction mixture was poured into water and extracted three times with 50 ml of diethyl ether each time. The combined organic phases were washed with 500 ml of water, dried over magnesium sulphate, filtered and concentrated. Chromatography of the residue on silica gel with toluene and rec... Reactants: C(C1=CC=CC=C1)OC1=CC2=C(C=C(CO2)C2=CC=C(C=C2)OC)C=C1 (7-benzyloxy-3-(4-methoxyphenyl)-2H-1-benzopyran), C(C1=CC=CC=C1)OC1=CC2=C(C=C(CO2)C2=CC=C(C=C2)OC)C=C1 (7-benzyloxy-3-(4-methoxyphenyl)-2H-1-benzopyran), [N+](CCCC)(CCCC)(CCCC)CCCC.[I-].B(Cl)(Cl)Cl (n-Bu4NI BCl3), B(Cl)(Cl)Cl (BCl3). The product is C1C(=CC2=C(O1)C=C(C=C2)O)C3=CC=C(C=C3)O (haginin E), OC1=CC2=C(C=C(CO2)C2=CC=C(C=C2)OC)C=C1 (7-hydroxy-3-(4-methoxyphenyl)-2H-1-benzopyran). RXN SMILES: C([O:8][C:9]1[CH:26]=[CH:25][C:12]2[CH:13]=[C:14]([C:17]3[CH:22]=[CH:21][C:20]([O:23][CH3:24])=[CH:19][CH:18]=3)[CH2:15][O:16][C:11]=2[CH:10]=1)C1C=CC=CC=1.[N+](CCCC)(CCCC)(CCCC)CCCC.[I-].B(Cl)(Cl)Cl.B(Cl)(Cl)Cl>>[CH2:15]1[O:16][C:11]2[CH:10]=[C:9]([OH:8])[CH:26]=[CH:25][C:12]=2[CH:13]=[C:14]1[C:17]1[CH:22]=[CH:21][C:20]([OH:23])=[CH:19][CH:18]=1.[OH:8][C:9]1[CH:26]=[CH:25][C:12]2[CH:13]=[C:14]([C:17]3[CH:22]=[CH:21][C:20]([O:23][CH3:24])=[CH:19][CH:18]=3)[CH2:15][O:16][C:11]=2[CH:10]=1 |f:1.2.3|. Procedure details: As shown in Scheme 2, 7-benzyloxy-3-(4-methoxyphenyl)-2H-1-benzopyran (compound 1) was reacted with n-Bu4NI/BCl3 and BCl3 to give haginin E (compound 2a) at a yield of 79% and 7-hydroxy-3-(4-methoxyphenyl)-2H-1-benzopyran (4′-O-methyl haginin E, compound 2b) at a yield of 81%, respectively. Treatment of compound 1 with Pd(OH)2/C (Pearlman's reagent) and cyclohexene in refluxing ethanol promoted O-debenzylation and reduction of the chromene ring in one step, giving 7-hydroxy-3-(4-methoxyphenyl)-1... Starting materials: BrCCCBr, C1CCOC1, [Cl-], [H-], [NH4+], [Na+], Oc1ccc(Cl)cc1. The product is Clc1ccc(OCCCBr)cc1. As a reaction SMILES: [Br:11][CH2:12][CH2:13][CH2:14][Br:15].[CH2:18]1[O:19][CH2:20][CH2:21][CH2:22]1.[Cl-:16].[H-:9].[NH4+:17].[Na+:10].[OH:1][c:2]1[cH:3][cH:4][c:5]([Cl:6])[cH:7][cH:8]1>>[O:1]([c:2]1[cH:3][cH:4][c:5]([Cl:6])[cH:7][cH:8]1)[CH2:14][CH2:13][CH2:12][Br:11]. The reactants are C1(CCCC1)C=O (Cyclopentanecarboxaldehyde), FC(C=1C=C(CN(C=2N=NN(N2)C)CC2=C(C=CC(=C2)C(F)(F)F)Br)C=C(C1)C(F)(F)F)(F)F ((3,5-bis-trifluoromethyl-benzyl)-(2-bromo-5-trifluoromethyl-benzyl)-(2-methyl-2H-tetrazol-5-yl)-amine), C(C)(C)[Mg]Cl.[Li+].[Cl-] (iPrMgCl LiCl). Solvent: C1CCOC1 (THF), C1CCOC1 (THF). Run at temperature 0 celsius, time 3 hour. Yields the product FC(C=1C=C(CN(C=2N=NN(N2)C)CC2=C(C=CC(=C2)C(F)(F)F)C(O)C2CCCC2)C=C(C1)C(F)(F)F)(F)F ((2-{[(3,5-bis-trifluoromethyl-benzyl)-(2-methyl-2H-tetrazol-5-yl)-amino]-methyl}-4-trifluoromethyl-phenyl)-cyclopentyl-methanol). The yield is 45.5%. RXN SMILES: [F:1][C:2]([F:34])([F:33])[C:3]1[CH:4]=[C:5]([CH:26]=[C:27]([C:29]([F:32])([F:31])[F:30])[CH:28]=1)[CH2:6][N:7]([CH2:14][C:15]1[CH:20]=[C:19]([C:21]([F:24])([F:23])[F:22])[CH:18]=[CH:17][C:16]=1Br)[C:8]1[N:9]=[N:10][N:11]([CH3:13])[N:12]=1.C([Mg]Cl)(C)C.[Li+].[Cl-].[CH:42]1([CH:47]=[O:48])[CH2:46][CH2:45][CH2:44][CH2:43]1>C1COCC1>[F:1][C:2]([F:34])([F:33])[C:3]1[CH:4]=[C:5]([CH:26]=[C:27]([C:29]([F:32])([F:31])[F:30])[CH:28]=1)[CH2:6][N:7]([CH2:14][C:15]1[CH:20]=[C:19]([C:21]([F:24])([F:23])[F:22])[CH:18]=[CH:17][C:16]=1[CH:47]([CH:42]1[CH2:46][CH2:45][CH2:44][CH2:43]1)[OH:48])[C:8]1[N:9]=[N:10][N:11]([CH3:13])[N:12]=1 |f:1.2.3|. Reported procedure: To a solution of (3,5-bis-trifluoromethyl-benzyl)-(2-bromo-5-trifluoromethyl-benzyl)-(2-methyl-2H-tetrazol-5-yl)-amine (117.4 mg, 0.21 mmol) in THF (0.5 mL) at 0° C. was added iPrMgCl/LiCl in THF (0.35 mL, 0.7 mmol). The mixture was stirred at 0° C. for 3 hours. Cyclopentanecarboxaldehyde (41 mg, 0.42 mmol) was added. The mixture was stirred at 0° C. for 3 hours, quenched with saturated aqueous ammonium chloride and extracted with ethyl acetate. Combined organic layers were washed with brine, dr... Reactants: O (water), [BH4-].[Na+] (sodiumborohydride), ClC1=CC=C(C=C1)C1(CCC1)C1=NCCC2=CC(=CC=C12)OCCNS(=O)(=O)CCC (N-[2-({1-[1-(4-Chlorophenyl)cyclobutyl]-3,4-dihydroisoquinolin-6-yl}oxy)ethyl]propane-1-sulfonamide). Solvent: CO (methanol). Product: Cl.ClC1=CC=C(C=C1)C1(CCC1)C1NCCC2=CC(=CC=C12)OCCNS(=O)(=O)CCC (N-[2-({1-[1-(4-Chlorophenyl)cyclobutyl]-1,2,3,4-tetrahydroisoquinolin-6-yl}oxy)ethyl]propane-1-sulfonamide hydrochloride). RXN SMILES: [Cl:1][C:2]1[CH:7]=[CH:6][C:5]([C:8]2([C:12]3[C:21]4[C:16](=[CH:17][C:18]([O:22][CH2:23][CH2:24][NH:25][S:26]([CH2:29][CH2:30][CH3:31])(=[O:28])=[O:27])=[CH:19][CH:20]=4)[CH2:15][CH2:14][N:13]=3)[CH2:11][CH2:10][CH2:9]2)=[CH:4][CH:3]=1.O.[BH4-].[Na+]>CO>[ClH:1].[Cl:1][C:2]1[CH:7]=[CH:6][C:5]([C:8]2([CH:12]3[C:21]4[C:16](=[CH:17][C:18]([O:22][CH2:23][CH2:24][NH:25][S:26]([CH2:29][CH2:30][CH3:31])(=[O:27])=[O:28])=[CH:19][CH:20]=4)[CH2:15][CH2:14][NH:13]3)[CH2:9][CH2:10][CH2:11]2)=[CH:4][CH:3]=1 |f:2.3,5.6|. Procedure details: N-[2-({1-[1-(4-Chlorophenyl)cyclobutyl]-3,4-dihydroisoquinolin-6-yl}oxy)ethyl]propane-1-sulfonamide (320 mg, 0.62 mmol) was dissolved in methanol (5 mL) and water (0.1 mL) and sodiumborohydride (47 mg, 1.25 mmol) was added at 4° C. in small portions. The reaction mixture was allowed to warm to room temperature and stirring was continued over night. The solvent was evaporated in vacuo, the residue was treated with dichloromethane and water. The aqueous layer was extracted several times with dichl...